From a dataset of the Open Reaction Database (ORD), a public repository of structured organic reaction records. describe an organic reaction: reactants, conditions, products, and yield Reactants: BrCC1=C(C=CC2=CC(=CC=C12)C(C(C)C)(C=1N=CN(C1)C(C1=CC=CC=C1)(C1=CC=CC=C1)C1=CC=CC=C1)O)C(=O)OC (methyl 1-bromomethyl-6-[1-hydroxy-2-methyl-1-(1-trityl-1H-imidazol-4-yl)propyl]-2-naphthoate), C1(CC1)N (cyclopropylamine). The product is C1(CC1)N1C(C=2C=CC3=C(C2C1)C=CC(=C3)C(C(C)C)(C=3N=CNC3)O)=O (2-cyclopropyl-7-[1-hydroxy-1-(1H-imidazol-4-yl)-2-methylpropyl]-1,2-dihydro-3H-benzo[e]isoindol-3-one). RXN SMILES: Br[CH2:2][C:3]1[C:12]2[C:7](=[CH:8][C:9]([C:13]([OH:41])([C:17]3[N:18]=[CH:19][N:20](C(C4C=CC=CC=4)(C4C=CC=CC=4)C4C=CC=CC=4)[CH:21]=3)[CH:14]([CH3:16])[CH3:15])=[CH:10][CH:11]=2)[CH:6]=[CH:5][C:4]=1[C:42](OC)=[O:43].[CH:46]1([NH2:49])[CH2:48][CH2:47]1>>[CH:46]1([N:49]2[CH2:2][C:3]3[C:12]4[CH:11]=[CH:10][C:9]([C:13]([OH:41])([C:17]5[N:18]=[CH:19][NH:20][CH:21]=5)[CH:14]([CH3:16])[CH3:15])=[CH:8][C:7]=4[CH:6]=[CH:5][C:4]=3[C:42]2=[O:43])[CH2:48][CH2:47]1. Procedure details: By a ring closure reaction, a detritylation reaction and purification in the same manner as in Example 1 using methyl 1-bromomethyl-6-[1-hydroxy-2-methyl-1-(1-trityl-1H-imidazol-4-yl)propyl]-2-naphthoate (1.32 g) and cyclopropylamine (3.0 ml), the title compound (0.58 g) was obtained as a colorless amorphous solid. Reactants: N1=C2C(=NC=C1)N=CC(=C2)CCC=O (3-pyrido[2,3-b]pyrazin-7-yl-propionaldehyde), NC[C@@H](C)C1=C(NC2=CC=C(C=C12)C(C(=O)N1C2CCC1CC2)(C)C)C2=CC(=CC(=C2)C)C ((S)-2-[3-(2-amino-1-methylethyl)-2-(3,5-dimethylphenyl)-1H-indol-5-yl]-1-(7-azabicyclo[2.2.1]hept-7-yl)-2methylpropan-1-one), S(=O)(=O)([O-])[O-].[Mg+2] (magnesium sulfate), C(#N)[BH3-].[Na+] (sodium cyanoborohydride), solution. Run in C(C)(=O)O (acetic acid), CO (methanol). Run at time 1 hour. Product: [OH-].[NH4+] (ammonium hydroxide), C12CCC(CC1)N2C(C(C)(C)C=2C=C1C(=C(NC1=CC2)C2=CC(=CC(=C2)C)C)[C@@H](CNCCCC2=CC=1C(=NC=CN1)N=C2)C)=O ((S)-1-(7-aza-bicyclo[2.2.1]hept-7-yl)-2-{2-(3,5-dimethylphenyl)-3-[1-methyl-2-(3-pyrido[2,3-b]pyrazin-7-yl-propylamino)-ethyl]-1H-indol-5-yl}-2-methylpropan-1-one). Yield: 14.4%. As a reaction SMILES: [NH2:1][CH2:2][C@H:3]([C:5]1[C:13]2[C:8](=[CH:9][CH:10]=[C:11]([C:14]([CH3:25])([CH3:24])[C:15]([N:17]3[CH:21]4[CH2:22][CH2:23][CH:18]3[CH2:19][CH2:20]4)=[O:16])[CH:12]=2)[NH:7][C:6]=1[C:26]1[CH:31]=[C:30]([CH3:32])[CH:29]=[C:28]([CH3:33])[CH:27]=1)[CH3:4].S([O-])([O-])(=O)=O.[Mg+2].[N:40]1[CH:45]=[CH:44][N:43]=[C:42]2[N:46]=[CH:47][C:48]([CH2:50][CH2:51][CH:52]=O)=[CH:49][C:41]=12.C([BH3-])#N.[Na+]>CO.C(O)(=O)C>[OH-:16].[NH4+:1].[CH:21]12[N:17]([C:15](=[O:16])[C:14]([C:11]3[CH:12]=[C:13]4[C:8](=[CH:9][CH:10]=3)[NH:7][C:6]([C:26]3[CH:31]=[C:30]([CH3:32])[CH:29]=[C:28]([CH3:33])[CH:27]=3)=[C:5]4[C@H:3]([CH3:4])[CH2:2][NH:1][CH2:52][CH2:51][CH2:50][C:48]3[CH:47]=[N:46][C:42]4=[N:43][CH:44]=[CH:45][N:40]=[C:41]4[CH:49]=3)([CH3:25])[CH3:24])[CH:18]([CH2:23][CH2:22]1)[CH2:19][CH2:20]2 |f:1.2,4.5,8.9|. Procedure: To a solution of (S)-2-[3-(2-amino-1-methylethyl)-2-(3,5-dimethylphenyl)-1H-indol-5-yl]-1-(7-azabicyclo[2.2.1]hept-7-yl)-2methylpropan-1-one (120 mg in 8 mL dry chloroform) at 0° C. was added 194 mg magnesium sulfate followed by 51 mg 3-pyrido[2,3-b]pyrazin-7-yl-propionaldehyde and the mixture stirred at low temperature. After 1 hour, a solution of sodium cyanoborohydride (34 mg in 0.7 mL methanol) was added followed by 0.25 mL of a solution of acetic acid in methanol (1:9) and the reaction allo... Starting materials: CCO, CC(=O)OC(C)=O, CC(=O)O, ClCCl, Cl, CC(NC(=O)c1ccc(C(=O)N2CCCC2CN)c(Cl)c1)c1nc2cc(Cl)ccc2[nH]1. Product: CC(=O)NCC1CCCN1C(=O)c1ccc(C(=O)NC(C)c2nc3cc(Cl)ccc3[nH]2)cc1Cl. RXN SMILES: [CH2:39]([OH:40])[CH3:41].[CH3:32][C:33](=[O:34])[O:35][C:36](=[O:37])[CH3:38].[CH3:46][C:47](=[O:48])[OH:49].[Cl:42][CH2:43][Cl:44].[Cl:45].[NH2:1][CH2:2][CH:3]1[N:4]([C:8](=[O:9])[c:10]2[c:11]([Cl:31])[cH:12][c:13]([C:14](=[O:15])[NH:16][CH:17]([CH3:18])[c:19]3[n:20][c:21]4[c:22]([nH:23]3)[cH:24][cH:25][c:26]([Cl:28])[cH:27]4)[cH:29][cH:30]2)[CH2:5][CH2:6][CH2:7]1>>[NH:1]([CH2:2][CH:3]1[N:4]([C:8](=[O:9])[c:10]2[c:11]([Cl:31])[cH:12][c:13]([C:14](=[O:15])[NH:16][CH:17]([CH3:18])[c:19]3[n:20][c:21]4[c:22]([nH:23]3)[cH:24][cH:25][c:26]([Cl:28])[cH:27]4)[cH:29][cH:30]2)[CH2:5][CH2:6][CH2:7]1)[C:33]([CH3:32])=[O:34]. RXN SMILES: [CH3:12][CH2:13][OH:14].[NH2:1][c:2]1[c:3]([N+:9]([O-:10])=[O:11])[cH:4][c:5]([OH:8])[cH:6][cH:7]1>>[NH2:1][c:2]1[c:3]([NH2:9])[cH:4][c:5]([OH:8])[cH:6][cH:7]1. The reactants are CCO, Nc1ccc(O)cc1[N+](=O)[O-]. Yields the product Nc1ccc(O)cc1N. Reactants: C(C)(C)(C)NCC1=CC=CC=C1 (N-tert-butyl-N-benzylamine), CC(=O)C (acetone), CC(=O)C (acetone). Yields the product ON(C(C)(C)C)CC1=CC=CC=C1 (N-hydroxy-N-tert-butylbenzylamine). Yield: 99.6%. RXN SMILES: [C:1]([NH:5][CH2:6][C:7]1[CH:12]=[CH:11][CH:10]=[CH:9][CH:8]=1)([CH3:4])([CH3:3])[CH3:2].CC(C)=[O:15]>>[OH:15][N:5]([CH2:6][C:7]1[CH:12]=[CH:11][CH:10]=[CH:9][CH:8]=1)[C:1]([CH3:4])([CH3:2])[CH3:3]. Reported procedure: A solution of 0.057 M DMD in acetone (47.4 ml, 2.7 mmol) was added to a cold stirred solution of N-tert-butyl-N-benzylamine (Aldrich, 0.4417 g, 2.7 mmol) in acetone (5 ml). The reaction mixture was stirred for fifteen minutes in an ice bath. Solvent was removed on a rotary evaporator to give a white, microcrystalline solid (0.4803 g, 99.6% yield), mp 58-60. Flash chromatography of the solid over silica gel and elution with a 90:10 mixture of petroleum ether (bp 35-60) and ethyl acetate gave the ... Starting materials: C(CC(C)C)OC1SC2=C(S1)C=CC=C2 (2-isopentyloxy-1,3-benzodithiol), C(C)OCC (diethyl ether), aqueous solution, B(F)(F)F.F (hydrofluoroboric acid). Run in C(C)(=O)OC(C)=O (acetic anhydride). Reaction conditions: time 30 minute. Yields the product F[B-](F)(F)F.[S+]1=CSC2=C1C=CC=C2 (1,3-benzodithiolium tetrafluoroborate). Isolated yield 50.0%. Reaction SMILES: C(O[CH:7]1[S:11][C:10]2[CH:12]=[CH:13][CH:14]=[CH:15][C:9]=2[S:8]1)CC(C)C.[B:16]([F:19])([F:18])[F:17].[FH:20].C(OCC)C>C(OC(=O)C)(=O)C>[F:17][B-:16]([F:20])([F:19])[F:18].[S+:8]1[C:9]2[CH:15]=[CH:14][CH:13]=[CH:12][C:10]=2[S:11][CH:7]=1 |f:1.2,5.6|. Procedure: 16.0 g (0.067 mole) of 2-isopentyloxy-1,3-benzodithiol (V) obtained in Synthesis Example 1 was dissolved in 200 ml of acetic anhydride. A 42% aqueous solution of hydrofluoroboric acid was added dropwise to the reaction solution in 30 minutes under cooling with ice. After the reaction solution was stirred at room temperature for 30 minutes, 200 ml of diethyl ether was added thereto. The formed salt was filtered off and washed with 100 ml of diethyl ether. The resulting salt was dried to obtain 12... The reactants are OCN1C(CN(CC1=O)CCN1CC(N(C(C1)=O)CO)=O)=O (1,2-bis(4-hydroxymethyl-3,5-dioxopiperazin-1-yl)ethane), N1=CC=CC=C1 (pyridine), ClC(=O)OC (methyl chloroformate). Solvent: O (water). Reaction conditions: temperature 0 celsius, time 1.5 hour. Yields the product COC(=O)OCN1C(CN(CC1=O)CCN1CC(N(C(C1)=O)COC(=O)OC)=O)=O (1,2-Bis(4-methoxycarbonyloxymethyl-3,5-dioxopiperazin-1-yl)ethane). Isolated yield 58.4%. As a reaction SMILES: [OH:1][CH2:2][N:3]1[C:8](=[O:9])[CH2:7][N:6]([CH2:10][CH2:11][N:12]2[CH2:17][C:16](=[O:18])[N:15]([CH2:19][OH:20])[C:14](=[O:21])[CH2:13]2)[CH2:5][C:4]1=[O:22].N1C=CC=CC=1.Cl[C:30]([O:32][CH3:33])=[O:31]>O>[CH3:33][O:32][C:30]([O:20][CH2:19][N:15]1[C:14](=[O:21])[CH2:13][N:12]([CH2:11][CH2:10][N:6]2[CH2:7][C:8](=[O:9])[N:3]([CH2:2][O:1][C:30]([O:32][CH3:33])=[O:31])[C:4](=[O:22])[CH2:5]2)[CH2:17][C:16]1=[O:18])=[O:31]. Procedure details: To a mixture of 1,2-bis(4-hydroxymethyl-3,5-dioxopiperazin-1-yl)ethane (2.20 g, 7.0 m mol) and pyridine (20 ml), methyl chloroformate (1.41 g, 14.9 m mol) was added gradually at 0° C., and the mixture was stirred for 1.5 hours at 0° C., then successively for 3 hours at room temperature. The reaction mixture was added to water and was extracted with chloroform. The extract solution was washed with 10% sulfuric acid solution and successively with water, and was dried over magnesium sulfate. The cr...